Task: describe an organic reaction: reactants, conditions, products, and yield. Dataset: the Open Reaction Database (ORD), a public repository of structured organic reaction records The reactants are O=C(Cl)C(=O)Cl, O=C(O)c1ccc(Cl)c(F)c1Cl, ClCCl, CN(C)C=O. The product is O=C(Cl)c1ccc(Cl)c(F)c1Cl. RXN SMILES: [Cl:13][C:14]([C:15]([Cl:16])=[O:17])=[O:18].[Cl:1][c:2]1[c:3]([C:4](=[O:5])[OH:6])[cH:7][cH:8][c:9]([Cl:12])[c:10]1[F:11].[Cl:24][CH2:25][Cl:26].[O:19]=[CH:20][N:21]([CH3:22])[CH3:23]>>[Cl:1][c:2]1[c:3]([C:4](=[O:5])[Cl:13])[cH:7][cH:8][c:9]([Cl:12])[c:10]1[F:11]. Starting materials: CCNCC, CCOC(=O)c1cc(-c2ccc(C)cc2)nc2ccccc12, CC(=O)O, CCCCCC, [Li]CCCC, C1CCOC1, O. Yields the product CCN(CC)C(=O)c1cc(-c2ccc(C)cc2)nc2ccccc12. As a reaction SMILES: [CH2:6]([CH3:7])[NH:8][CH2:9][CH3:10].[CH3:11][c:12]1[cH:13][cH:14][c:15](-[c:18]2[n:19][c:20]3[cH:21][cH:22][cH:23][cH:24][c:25]3[c:26]([C:28]([O:30][CH2:29][CH3:31])=[O:32])[cH:27]2)[cH:16][cH:17]1.[CH3:33][C:34](=[O:35])[OH:36].[CH3:37][CH2:38][CH2:39][CH2:40][CH2:41][CH3:42].[Li:1][CH2:2][CH2:3][CH2:4][CH3:5].[O:43]1[CH2:44][CH2:45][CH2:46][CH2:47]1.[OH2:48]>>[CH2:6]([CH3:7])[N:8]([CH2:9][CH3:10])[C:28]([c:26]1[c:25]2[c:20]([n:19][c:18](-[c:15]3[cH:14][cH:13][c:12]([CH3:11])[cH:17][cH:16]3)[cH:27]1)[cH:21][cH:22][cH:23][cH:24]2)=[O:30]. As a reaction SMILES: [CH3:30][CH2:31][O:32][C:33](=[O:34])[CH3:35].[CH3:36][CH2:37][OH:38].[CH:26]([O-:27])=[O:28].[F:1][c:2]1[c:3]([CH2:4][n:5]2[c:6]([C:17](=[O:18])[O:19][CH2:20][CH3:21])[cH:7][c:8]3[cH:9][c:10]([N+:14]([O-:15])=[O:16])[cH:11][cH:12][c:13]23)[cH:22][cH:23][cH:24][cH:25]1.[NH4+:29]>>[F:1][c:2]1[c:3]([CH2:4][n:5]2[c:6]([C:17](=[O:18])[O:19][CH2:20][CH3:21])[cH:7][c:8]3[cH:9][c:10]([NH2:14])[cH:11][cH:12][c:13]23)[cH:22][cH:23][cH:24][cH:25]1. The product is CCOC(=O)c1cc2cc(N)ccc2n1Cc1ccccc1F. The reactants are CCOC(C)=O, CCO, O=C[O-], CCOC(=O)c1cc2cc([N+](=O)[O-])ccc2n1Cc1ccccc1F, [NH4+]. Reactants: CC1(CO1)C(=O)OC (methyl 2-methylglycidate), C1(CCCC1)N (cyclopentylamine), C(C)O (ethanol). Conditions: temperature 80 celsius. The product is C1(CCCC1)NCC(C(=O)OCC)(C)O (Ethyl 3-(cyclopentylamino)-2-hydroxy-2-methylpropanoate). RXN SMILES: [CH3:1][C:2]1([C:5]([O:7][CH3:8])=[O:6])[O:4][CH2:3]1.[CH:9]1([NH2:14])[CH2:13][CH2:12][CH2:11][CH2:10]1.[CH2:15](O)C>>[CH:9]1([NH:14][CH2:3][C:2]([OH:4])([CH3:1])[C:5]([O:7][CH2:8][CH3:15])=[O:6])[CH2:13][CH2:12][CH2:11][CH2:10]1. Procedure: A mixture of methyl 2-methylglycidate (3.18 g, 27 mmol) and cyclopentylamine (4 mL, 41 mmol) in ethanol (50 mL) was heated at 80° C. for 3 d. The reaction mixture was then concentrated, diluted to EtOAc, washed by NaHCO3, brine and water. Organic layer was dried, concentrated to give a residue which is used for next step without further purification (3.9 g, 60%). [M+H] calc'd for C11H21NO3, 216. found 216. Reactants: Fc1cc(C2=CCC3(CC2)OCCO3)cc(F)c1C(F)(F)F, CCO, [H][H]. The product is Fc1cc(C2CCC3(CC2)OCCO3)cc(F)c1C(F)(F)F. Reaction SMILES: [CH2:1]1[O:2][C:3]2([CH2:4][CH:5]=[C:6]([c:9]3[cH:10][c:11]([F:20])[c:12]([C:16]([F:17])([F:18])[F:19])[c:13]([F:15])[cH:14]3)[CH2:7][CH2:8]2)[O:21][CH2:22]1.[CH3:25][CH2:26][OH:27].[H:23][H:24]>>[CH2:1]1[O:2][C:3]2([CH2:4][CH2:5][CH:6]([c:9]3[cH:10][c:11]([F:20])[c:12]([C:16]([F:17])([F:18])[F:19])[c:13]([F:15])[cH:14]3)[CH2:7][CH2:8]2)[O:21][CH2:22]1. Reactants: FC(CN1CCC2=C(CC1)C=C(C(=C2)OC)N)F (3-(2,2-Difluoro-ethyl)-8-methoxy-2,3,4,5-tetrahydro-1H-benzo[d]azepin-7-ylamine), ClC1=NC=C(C(=N1)NC1=C(C=CC=C1)S(=O)(=O)C(C)C)Cl ((2,5-Dichloro-pyrimidin-4-yl)-[2-(propane-2-sulfonyl)-phenyl]-amine). Product: ClC=1C(=NC(=NC1)NC1=CC2=C(CCN(CC2)CC(F)F)C=C1OC)NC1=C(C=CC=C1)S(=O)(=O)C(C)C (5-Chloro-N*2*-[3-(2,2-difluoro-ethyl)-8-methoxy-2,3,4,5-tetrahydro-1H-benzo[d]azepin-7-yl]-N*4*-[2-(propane-2-sulfonyl)-phenyl]-pyrimidine-2,4-diamine), foam. Yield: 65.0%. RXN SMILES: [F:1][CH:2]([F:18])[CH2:3][N:4]1[CH2:10][CH2:9][C:8]2[CH:11]=[C:12]([NH2:17])[C:13]([O:15][CH3:16])=[CH:14][C:7]=2[CH2:6][CH2:5]1.Cl[C:20]1[N:25]=[C:24]([NH:26][C:27]2[CH:32]=[CH:31][CH:30]=[CH:29][C:28]=2[S:33]([CH:36]([CH3:38])[CH3:37])(=[O:35])=[O:34])[C:23]([Cl:39])=[CH:22][N:21]=1>>[Cl:39][C:23]1[C:24]([NH:26][C:27]2[CH:32]=[CH:31][CH:30]=[CH:29][C:28]=2[S:33]([CH:36]([CH3:38])[CH3:37])(=[O:35])=[O:34])=[N:25][C:20]([NH:17][C:12]2[C:13]([O:15][CH3:16])=[CH:14][C:7]3[CH2:6][CH2:5][N:4]([CH2:3][CH:2]([F:1])[F:18])[CH2:10][CH2:9][C:8]=3[CH:11]=2)=[N:21][CH:22]=1. Procedure: The title compound was prepared from 3-(2,2-Difluoro-ethyl)-8-methoxy-2,3,4,5-tetrahydro-1H-benzo[d]azepin-7-ylamine and (2,5-Dichloro-pyrimidin-4-yl)-[2-(propane-2-sulfonyl)-phenyl]-amine in an analogous manner to Example 61e. Product isolated as an off-white foam (0.064 g, 65%). MP: 71-78° C. 1HNMR (400 MHz, CDCl3, δ, ppm): 9.50 (s, 1H), 8.55 (d, 1H, J=8.3 Hz), 8.16 (s, 1H), 7.99 (s, 1H), 7.95-7.91 (m, 1H), 7.63-7.57 (m, 1H), 7.50 (s, 1H), 7.29-7.23 (m, 1H), 6.65 (s, 1H), 5.91 (tt, 1H, J=56.1 ... Reactants: ClCCl, CNN, O=C=Nc1nnc(C2CCCCC2)s1, NN. As a reaction SMILES: [CH2:20]([Cl:21])[Cl:22].[CH3:1][NH:2][NH2:3].[CH:4]1([c:10]2[n:11][n:12][c:13]([N:15]=[C:16]=[O:17])[s:14]2)[CH2:5][CH2:6][CH2:7][CH2:8][CH2:9]1.[NH2:18][NH2:19]>>[CH3:1][N:2]([NH2:3])[C:16]([NH:15][c:13]1[n:12][n:11][c:10]([CH:4]2[CH2:5][CH2:6][CH2:7][CH2:8][CH2:9]2)[s:14]1)=[O:17]. Product: CN(N)C(=O)Nc1nnc(C2CCCCC2)s1.